Task: describe an organic reaction: reactants, conditions, products, and yield. Dataset: the Open Reaction Database (ORD), a public repository of structured organic reaction records Reactants: C(C)C1C(=NNC(C1)=O)C1=CC2=C(N=C(O2)C2=CC=C(OCC3CCNCC3)C=C2)C=C1 (4-{4-[6-(4-ethyl-6-oxo-1,4,5,6-tetrahydro-pyridazin-3-yl)-benzoxazol-2-yl]-phenoxymethyl}-piperidine), Cl (hydrochloride), CS(=O)(=O)Cl (methanesulphonic acid chloride), CS(=O)(=O)Cl (methanesulphonic acid chloride). Solvent: C(Cl)Cl (DCM), C(C)N(CC)CC (triethylamine), C(Cl)Cl (DCM), C(C)N(CC)CC (triethylamine). Yields the product C(C)C1CC(NN=C1C1=CC2=C(N=C(O2)C2=CC=C(C=C2)OCC2CCN(CC2)S(=O)(=O)C)C=C1)=O (5-ethyl-6-{2-[4-(1-methanesulphonyl-piperidin-4-ylmethoxy)-phenyl]-benzoxazol-6-yl}-4,5-dihydro-2H-pyridazin-3-one). As a reaction SMILES: [CH2:1]([CH:3]1[CH2:8][C:7](=[O:9])[NH:6][N:5]=[C:4]1[C:10]1[CH:32]=[CH:31][C:13]2[N:14]=[C:15]([C:17]3[CH:30]=[CH:29][C:20]([O:21][CH2:22][CH:23]4[CH2:28][CH2:27][NH:26][CH2:25][CH2:24]4)=[CH:19][CH:18]=3)[O:16][C:12]=2[CH:11]=1)[CH3:2].Cl.[CH3:34][S:35](Cl)(=[O:37])=[O:36]>C(Cl)Cl.C(N(CC)CC)C>[CH2:1]([CH:3]1[C:4]([C:10]2[CH:32]=[CH:31][C:13]3[N:14]=[C:15]([C:17]4[CH:30]=[CH:29][C:20]([O:21][CH2:22][CH:23]5[CH2:24][CH2:25][N:26]([S:35]([CH3:34])(=[O:37])=[O:36])[CH2:27][CH2:28]5)=[CH:19][CH:18]=4)[O:16][C:12]=3[CH:11]=2)=[N:5][NH:6][C:7](=[O:9])[CH2:8]1)[CH3:2]. Procedure details: 15.5 mg (33 μmol) 4-{4-[6-(4-ethyl-6-oxo-1,4,5,6-tetrahydro-pyridazin-3-yl)-benzoxazol-2-yl]-phenoxymethyl}-piperidine as hydrochloride are stirred together with 2.6 μl (34 μmol) methanesulphonic acid chloride, 14 μl (100 μmol) triethylamine and 2 ml DCM at RT overnight within the next 4 days a further 14.4 μl methanesulphonic acid chloride and 24.5 μl triethylamine are added batchwise. Then the reaction mixture is combined with DCM and extracted 2× with 25 ml of water+3 drops of glacial acetic ... The reactants are COC(=O)NN, CCC(=O)c1ccncc1, CCO. As a reaction SMILES: [C:11]([NH:12][NH2:13])(=[O:14])[O:15][CH3:16].[C:1]([CH2:2][CH3:3])(=[O:4])[c:5]1[cH:6][cH:7][n:8][cH:9][cH:10]1.[CH3:17][CH2:18][OH:19]>>[C:1]([CH2:2][CH3:3])([c:5]1[cH:6][cH:7][n:8][cH:9][cH:10]1)=[N:13][NH:12][C:11](=[O:14])[O:15][CH3:16]. Yields the product CCC(=NNC(=O)OC)c1ccncc1. The reactants are S(=O)(=O)(O)C1=CC=C(C)C=C1.CNCCCCC=CC (N-Methylhept-5-en-1-amine tosylate salt), C(=O)(OC(C)(C)C)N1[C@H](C(=O)O)C[C@@H](C1)O (cis-N-Boc-4-hydroxy-L-proline), C(CCCC=C)N(C(=O)[C@H]1N(C[C@@H](C1)O)C(=O)OC(C)(C)C)C ((2S,4R)-tert-butyl 2-(N-(hex-5-enyl)-N-methyl-carbamoyl)-4-hydroxypyrrolidine-1-carboxylate). Product: C(CCCCC=C)N(C(=O)[C@H]1N(C[C@@H](C1)O)C(=O)OC(C)(C)C)C ((2S,4R)-tert-butyl 2-(N-(hept-6-enyl)-N-methylcarbamoyl)-4-hydroxypyrrolidine-1-carboxylate). Reaction SMILES: S([C:5]1[CH:11]=[CH:10][C:8]([CH3:9])=[CH:7][CH:6]=1)(O)(=O)=O.CNCCCCC=CC.C(N1C[C@@H](O)C[C@H]1C(O)=O)(OC(C)(C)C)=O.[CH2:37]([N:43](C)[C:44]([C@@H:46]1[CH2:50][C@@H:49]([OH:51])[CH2:48][N:47]1[C:52]([O:54][C:55]([CH3:58])([CH3:57])[CH3:56])=[O:53])=[O:45])CCCC=C>>[CH2:9]([N:43]([CH3:37])[C:44]([C@@H:46]1[CH2:50][C@@H:49]([OH:51])[CH2:48][N:47]1[C:52]([O:54][C:55]([CH3:57])([CH3:56])[CH3:58])=[O:53])=[O:45])[CH2:8][CH2:10][CH2:11][CH2:5][CH:6]=[CH2:7] |f:0.1|. Procedure details: Compound 70a was synthesized from compound 32b and cis-N-Boc-4-hydroxy-L-proline as orange oil in quantitative yield, following the procedure as described for compound 48. Reactants: BrC=1C=C2C(=C(C(N(C2=CC1)C)=O)C(=O)OCC)O (Ethyl 6-bromo-4-hydroxy-1-methyl-2-oxo-1,2-dihydroquinoline-3-carboxylate), C(CCCCCCC)(=O)NN (octanoyl hydrazine). Product: BrC=1C=C2C(=C(C(N(C2=CC1)C)=O)C(=O)NNC(CCCCCCC)=O)O (6-Bromo-4-hydroxy-1-methyl-N′-octanoyl-2-oxo-1,2-dihydroquinoline-3-carbohydrazide). Reaction SMILES: [Br:1][C:2]1[CH:3]=[C:4]2[C:9](=[CH:10][CH:11]=1)[N:8]([CH3:12])[C:7](=[O:13])[C:6]([C:14]([O:16]CC)=O)=[C:5]2[OH:19].[C:20]([NH:29][NH2:30])(=[O:28])[CH2:21][CH2:22][CH2:23][CH2:24][CH2:25][CH2:26][CH3:27]>>[Br:1][C:2]1[CH:3]=[C:4]2[C:9](=[CH:10][CH:11]=1)[N:8]([CH3:12])[C:7](=[O:13])[C:6]([C:14]([NH:30][NH:29][C:20](=[O:28])[CH2:21][CH2:22][CH2:23][CH2:24][CH2:25][CH2:26][CH3:27])=[O:16])=[C:5]2[OH:19]. Procedure: Reagents: Comp 35 (0.46 mmols, 0.15 g); octanoyl hydrazine (0.5 mmols, 0.08 g). Yield: 0.13 g (64%), white solid, m.p.=185° C.-186° C. Reactants: C(C)N1C(=O)N(C=2N=CNC2C1=O)C (1-ethyl-3-methylxanthine), C([O-])([O-])=O.[K+].[K+] (potassium carbonate), ClC1=CC=C(C(=O)C2=CC=C(CBr)C=C2)C=C1 (4-(4-chlorobenzoyl)benzyl bromide). Solvent: CN(C)C=O (DMF), O (water). Run at time 14 hour. Yields the product ClC1=CC=C(C(=O)C2=CC=C(CN3C=NC=4N(C(N(C(C34)=O)CC)=O)C)C=C2)C=C1 (7-[4-(4-Chlorobenzoyl)benzyl]-1-ethyl-3-methylxanthine). Isolated yield 24.7%. RXN SMILES: [CH2:1]([N:3]1[C:12](=[O:13])[C:11]2[NH:10][CH:9]=[N:8][C:7]=2[N:6]([CH3:14])[C:4]1=[O:5])[CH3:2].C(=O)([O-])[O-].[K+].[K+].[Cl:21][C:22]1[CH:37]=[CH:36][C:25]([C:26]([C:28]2[CH:35]=[CH:34][C:31]([CH2:32]Br)=[CH:30][CH:29]=2)=[O:27])=[CH:24][CH:23]=1>CN(C=O)C.O>[Cl:21][C:22]1[CH:23]=[CH:24][C:25]([C:26]([C:28]2[CH:35]=[CH:34][C:31]([CH2:32][N:10]3[C:11]4[C:12](=[O:13])[N:3]([CH2:1][CH3:2])[C:4](=[O:5])[N:6]([CH3:14])[C:7]=4[N:8]=[CH:9]3)=[CH:30][CH:29]=2)=[O:27])=[CH:36][CH:37]=1 |f:1.2.3|. Procedure details: In DMF (10 ml) was dissolved 1-ethyl-3-methylxanthine (385 mg), a production process for which is described in Journal of American Chemical Society 75, 114, 1953. To this solution were added potassium carbonate (415 mg) and 4-(4-chlorobenzoyl)benzyl bromide (619 mg) and the mixture was stirred at room temperature for 14 hours. This reaction mixture was diluted with water and extracted with ethyl acetate. The extract was washed with saturated aqueous NaCl solution and dried over anhydrous sodium ... Starting materials: C(CCCCC)Br (hexyl bromide), C(CCCCC)OC1=C(C=CC=C1)C=1CCC(NN1)=O (6-(o-Hexyloxyphenyl)-4,5-dihydro-3(2H)-pyridazinone). Yields the product C(C)OC1=C(C=CC=C1)C=1CCC(NN1)=O (6-(o-Ethoxyphenyl)-4,5-dihydro-3(2H)-pyridazinone). Reaction SMILES: C(Br)CCCCC.[CH2:8]([O:14][C:15]1[CH:20]=[CH:19][CH:18]=[CH:17][C:16]=1[C:21]1[CH2:22][CH2:23][C:24](=[O:27])[NH:25][N:26]=1)[CH2:9]CCCC>>[CH2:8]([O:14][C:15]1[CH:20]=[CH:19][CH:18]=[CH:17][C:16]=1[C:21]1[CH2:22][CH2:23][C:24](=[O:27])[NH:25][N:26]=1)[CH3:9]. Procedure: Similarly prepared using hexyl bromide in place of ethyl bromide was: 6-(o-Hexyloxyphenyl)-4,5-dihydro-3(2H)-pyridazinone m.p. 75°-77°C.